From a dataset of the Open Reaction Database (ORD), a public repository of structured organic reaction records. describe an organic reaction: reactants, conditions, products, and yield Reactants: CC(C)(C)c1cc[nH]n1, CCOC(=O)N=NC(=O)OCC, C1CCOC1, O=C1C(O)SCN1c1cccc(C(F)(F)F)c1, c1ccc(P(c2ccccc2)c2ccccc2)cc1. The product is CC(C)(C)c1ccn(C2SCN(c3cccc(C(F)(F)F)c3)C2=O)n1. RXN SMILES: [CH3:30][C:31]([CH3:32])([CH3:33])[c:34]1[n:35][nH:36][cH:37][cH:38]1.[O:1]=[C:2]([O:3][CH2:4][CH3:5])[N:6]=[N:7][C:8]([O:9][CH2:10][CH3:11])=[O:12].[O:58]1[CH2:59][CH2:60][CH2:61][CH2:62]1.[OH:13][CH:14]1[C:15](=[O:29])[N:16]([c:19]2[cH:20][c:21]([C:25]([F:26])([F:27])[F:28])[cH:22][cH:23][cH:24]2)[CH2:17][S:18]1.[c:39]1([P:40]([c:41]2[cH:42][cH:43][cH:44][cH:45][cH:46]2)[c:47]2[cH:48][cH:49][cH:50][cH:51][cH:52]2)[cH:53][cH:54][cH:55][cH:56][cH:57]1>>[CH:14]1([n:36]2[n:35][c:34]([C:31]([CH3:30])([CH3:32])[CH3:33])[cH:38][cH:37]2)[C:15](=[O:29])[N:16]([c:19]2[cH:20][c:21]([C:25]([F:26])([F:27])[F:28])[cH:22][cH:23][cH:24]2)[CH2:17][S:18]1. Reactants: C[C@]12CC[C@@]3([C@@H]([C@H]2CC[C@@H]2[C@]4(CC=C(C([C@@H]4CC[C@@]12C)(C)C)C1=CC=C(C(=O)OC)C=C1)C)[C@@H](CC3)C(=C)C)NCCN3CCNCC3 (methyl 4-((1R,3aS,5aR,5bR,7aR,11aS,11bR,13aR,13bR)-5a,5b,8,8,11a-pentamethyl-3a-((2-(piperazin-1-yl)ethyl)amino)-1-(prop-1-en-2-yl)-2,3,3a,4,5,5a,5b,6,7,7a,8,11,11a,11b,12,13,13a,13b-octadecahydro-1H-cyclopenta[a]chrysen-9-yl)benzoate), 2-(1H-benzo[d][1,2,3]triazol-1-yl)-1,1,3,3-tetramethylisouronium tetrafluoroborate, C(C)N(C(C)C)C(C)C (N-ethyl-N-isopropylpropan-2-amine), CN(C(C(=O)O)=O)C (2-(dimethylamino)-2-oxoacetic acid). The solvent is ClCCl (dichloromethane), O (water). Reaction conditions: temperature 20 celsius, time 2 hour. Product: CN(C(C(=O)N1CCN(CC1)CCN[C@]12[C@@H]([C@H]3CC[C@@H]4[C@]5(CC=C(C([C@@H]5CC[C@]4([C@@]3(CC1)C)C)(C)C)C1=CC=C(C(=O)OC)C=C1)C)[C@@H](CC2)C(=C)C)=O)C (methyl 4-((1R,3aS,5aR,5bR,7aR,11aS,11bR,13aR,13bR)-3a-((2-(4-(2-(dimethylamino)-2-oxoacetyl)piperazin-1-yl)ethyl)amino)-5a,5b,8,8,11a-pentamethyl-1-(prop-1-en-2-yl)-2,3,3a,4,5,5a,5b,6,7,7a,8,11,11a,11b,12,13,13a,13b-octadecahydro-1H-cyclopenta[a]chrysen-9-yl)benzoate). The yield is 69.7%. RXN SMILES: [CH3:1][C@:2]12[C@@:19]3([CH3:20])[C@@H:10]([C@:11]4([CH3:33])[C@@H:16]([CH2:17][CH2:18]3)[C:15]([CH3:22])([CH3:21])[C:14]([C:23]3[CH:32]=[CH:31][C:26]([C:27]([O:29][CH3:30])=[O:28])=[CH:25][CH:24]=3)=[CH:13][CH2:12]4)[CH2:9][CH2:8][C@@H:7]1[C@H:6]1[C@H:34]([C:37]([CH3:39])=[CH2:38])[CH2:35][CH2:36][C@:5]1([NH:40][CH2:41][CH2:42][N:43]1[CH2:48][CH2:47][NH:46][CH2:45][CH2:44]1)[CH2:4][CH2:3]2.C(N(C(C)C)C(C)C)C.[CH3:58][N:59]([CH3:65])[C:60](=[O:64])[C:61](O)=[O:62]>ClCCl.O>[CH3:58][N:59]([CH3:65])[C:60](=[O:64])[C:61]([N:46]1[CH2:45][CH2:44][N:43]([CH2:42][CH2:41][NH:40][C@:5]23[CH2:36][CH2:35][C@@H:34]([C:37]([CH3:39])=[CH2:38])[C@@H:6]2[C@@H:7]2[C@@:2]([CH3:1])([CH2:3][CH2:4]3)[C@@:19]3([CH3:20])[C@@H:10]([C@:11]4([CH3:33])[C@@H:16]([CH2:17][CH2:18]3)[C:15]([CH3:21])([CH3:22])[C:14]([C:23]3[CH:32]=[CH:31][C:26]([C:27]([O:29][CH3:30])=[O:28])=[CH:25][CH:24]=3)=[CH:13][CH2:12]4)[CH2:9][CH2:8]2)[CH2:48][CH2:47]1)=[O:62]. Procedure details: A mixture of methyl 4-((1R,3aS,5aR,5bR,7aR,11aS,11bR,13aR,13bR)-5a,5b,8,8,11a-pentamethyl-3a-((2-(piperazin-1-yl)ethyl)amino)-1-(prop-1-en-2-yl)-2,3,3a,4,5,5a,5b,6,7,7a,8,11,11a,11b,12,13,13a,13b-octadecahydro-1H-cyclopenta[a]chrysen-9-yl)benzoate (50 mg, 0.076 mmol), 2-(1H-benzo[d][1,2,3]triazol-1-yl)-1,1,3,3-tetramethylisouronium tetrafluoroborate (29.4 mg, 0.091 mmol), N-ethyl-N-isopropylpropan-2-amine (11.82 mg, 0.091 mmol) and 2-(dimethylamino)-2-oxoacetic acid (26.8 mg, 0.229 mmol) in dich...